This data is from the Open Reaction Database (ORD), a public repository of structured organic reaction records. The task is: describe an organic reaction: reactants, conditions, products, and yield The reactants are COC(\C=C\C=1C=C2C(CC3(CN(CC3)CC3=CC=CC=C3)OC2=CC1)=O)=O ((±)-(E)-3-[1′-Benzyl-4-oxo-spiro(chromane-2,3′-pyrrolidine)-6-yl]-acrylic acid methyl ester), hydrochloride salt, Cl (HCl). The solvent is CC(=O)O (AcOH). The product is C(C1=CC=CC=C1)N1CC2(CC1)OC1=CC=C(C=C1C(C2)=O)/C=C/C(=O)O ((±)-(E)-3-[1′-benzyl-4-oxo-spiro(chromane-2,3′-pyrrolidine)-6-yl]-acrylic acid). The yield is 99.1%. As a reaction SMILES: C[O:2][C:3](=[O:28])/[CH:4]=[CH:5]/[C:6]1[CH:7]=[C:8]2[C:24](=[CH:25][CH:26]=1)[O:23][C:11]1([CH2:15][CH2:14][N:13]([CH2:16][C:17]3[CH:22]=[CH:21][CH:20]=[CH:19][CH:18]=3)[CH2:12]1)[CH2:10][C:9]2=[O:27].Cl>CC(O)=O>[CH2:16]([N:13]1[CH2:14][CH2:15][C:11]2([CH2:10][C:9](=[O:27])[C:8]3[C:24](=[CH:25][CH:26]=[C:6](/[CH:5]=[CH:4]/[C:3]([OH:28])=[O:2])[CH:7]=3)[O:23]2)[CH2:12]1)[C:17]1[CH:18]=[CH:19][CH:20]=[CH:21][CH:22]=1. Reported procedure: (±)-(E)-3-[1′-Benzyl-4-oxo-spiro(chromane-2,3′-pyrrolidine)-6-yl]-acrylic acid methyl ester (472 mg, 1.25 mmol) was hydrolyzed with aqueous 20% HCl solution and AcOH following the procedure described in Example 1, Step A, giving (±)-(E)-3-[1′-benzyl-4-oxo-spiro(chromane-2,3′-pyrrolidine)-6-yl]-acrylic acid (450 mg) as a white solid (hydrochloride salt). Starting materials: Br, O=C([O-])[O-], C=CCBr, C=CCOCC=C, C=CCc1ccc(Cl)c(-c2ccccc2C)c1O, COc1cccc(Cl)c1-c1ccccc1C, O=C(OO)c1cccc(Cl)c1, [H-], [K+], [K+], [Na+], Cc1cc(C)cc(C)c1. Product: Cc1ccccc1-c1c(Cl)ccc2c1OC(CO)C2. Reaction SMILES: [BrH:17].[C:60](=[O:61])([O-:62])[O-:63].[CH2:20]([Br:21])[CH:22]=[CH2:23].[CH2:24]([O:25][CH2:26][CH:27]=[CH2:28])[CH:29]=[CH2:30].[CH2:31]([CH:32]=[CH2:33])[c:34]1[c:35]([OH:48])[c:36](-[c:41]2[c:42]([CH3:47])[cH:43][cH:44][cH:45][cH:46]2)[c:37]([Cl:40])[cH:38][cH:39]1.[CH3:1][O:2][c:3]1[c:4](-[c:5]2[cH:6][cH:7][cH:8][cH:9][c:10]2[CH3:11])[c:12]([Cl:13])[cH:14][cH:15][cH:16]1.[Cl:49][c:50]1[cH:51][c:52]([C:56]([O:57][OH:58])=[O:59])[cH:53][cH:54][cH:55]1.[H-:18].[K+:64].[K+:65].[Na+:19].[c:66]1([CH3:67])[cH:68][c:69]([CH3:70])[cH:71][c:72]([CH3:73])[cH:74]1>>[OH:2][CH2:33][CH:32]1[CH2:31][c:34]2[c:35]([c:36](-[c:41]3[c:42]([CH3:47])[cH:43][cH:44][cH:45][cH:46]3)[c:37]([Cl:40])[cH:38][cH:39]2)[O:48]1. Reactants: CCCOC1CN(C(=O)OCC)CCC1NC(=O)c1cc(Cl)c(C)[nH]1, [K+], NN, [OH-], O, O, OCCO. Yields the product CCCOC1CNCCC1NC(=O)c1cc(Cl)c(C)[nH]1. As a reaction SMILES: [Cl:1][c:2]1[cH:3][c:4]([C:8](=[O:9])[NH:10][CH:11]2[CH:12]([O:22][CH2:23][CH2:24][CH3:25])[CH2:13][N:14]([C:17]([O:18][CH2:19][CH3:20])=[O:21])[CH2:15][CH2:16]2)[nH:5][c:6]1[CH3:7].[K+:27].[NH2:29][NH2:30].[OH-:26].[OH2:28].[OH2:31].[OH:32][CH2:33][CH2:34][OH:35]>>[Cl:1][c:2]1[cH:3][c:4]([C:8](=[O:9])[NH:10][CH:11]2[CH:12]([O:22][CH2:23][CH2:24][CH3:25])[CH2:13][NH:14][CH2:15][CH2:16]2)[nH:5][c:6]1[CH3:7]. The reactants are [Br-], Cc1cc2c(cc1[N+](=O)[O-])NC(=O)CO2, Cc1c([N+](=O)[O-])ccc2c1NC(=O)CO2, C[Mg+]. The product is Cc1cc2c(c(C)c1[N+](=O)[O-])NC(=O)CO2. Reaction SMILES: [Br-:31].[CH3:16][c:17]1[c:18]([N+:19]([O-:20])=[O:21])[cH:22][c:23]2[c:29]([cH:30]1)[O:28][CH2:27][C:25](=[O:26])[NH:24]2.[CH3:1][c:2]1[c:3]([N+:13](=[O:14])[O-:15])[cH:4][cH:5][c:6]2[c:7]1[NH:8][C:9](=[O:12])[CH2:10][O:11]2.[CH3:32][Mg+:33]>>[CH3:1][c:2]1[c:3]([N+:13](=[O:14])[O-:15])[c:4]([CH3:16])[cH:5][c:6]2[c:7]1[NH:8][C:9](=[O:12])[CH2:10][O:11]2. Product: CC(=NNC(=S)Nc1ccc(Cl)cc1OCCCC(=O)O)c1nn(C)c(-c2ccc(C(F)(F)F)cc2)c1O. As a reaction SMILES: [CH3:44][CH2:45][OH:46].[Cl:1][c:2]1[cH:3][cH:4][c:5]([NH:17][C:18](=[S:19])[NH:20][N:21]=[C:22]([CH3:23])[c:24]2[n:25][n:26]([CH3:40])[c:27](-[c:30]3[cH:31][cH:32][c:33]([C:36]([F:37])([F:38])[F:39])[cH:34][cH:35]3)[c:28]2[OH:29])[c:6]([O:7][CH2:8][CH2:9][CH2:10][C:11](=[O:12])[O:13][CH2:14][CH3:15])[cH:16]1.[ClH:43].[Na+:42].[OH-:41]>>[Cl:1][c:2]1[cH:3][cH:4][c:5]([NH:17][C:18](=[S:19])[NH:20][N:21]=[C:22]([CH3:23])[c:24]2[n:25][n:26]([CH3:40])[c:27](-[c:30]3[cH:31][cH:32][c:33]([C:36]([F:37])([F:38])[F:39])[cH:34][cH:35]3)[c:28]2[OH:29])[c:6]([O:7][CH2:8][CH2:9][CH2:10][C:11](=[O:12])[OH:13])[cH:16]1. The reactants are CCO, CCOC(=O)CCCOc1cc(Cl)ccc1NC(=S)NN=C(C)c1nn(C)c(-c2ccc(C(F)(F)F)cc2)c1O, Cl, [Na+], [OH-]. Reactants: CN1N=C(C=C1N)C1=CC=CC=C1 (1-methyl-3-phenyl-5-pyrazolamine), C(C)OC(C(C(=O)C)=CC1=C(C=CC(=C1)C)C)=O (ethyl-2-(2,5-dimethylbenzyliden)acetoacetate), Cl.C(C)OCC (HCl ethyl ether). The solvent is C(C)OCC (ethyl ether). Yields the product Cl.C(C)OC(=O)C=1C(C2=C(NC1C)N(N=C2C2=CC=CC=C2)C)C2=C(C=CC(=C2)C)C (4,7-dihydro-1,6-dimethyl-4-(2,5-dimethylphenyl)-3-phenyl-1H-pyrazolo[3,4-b]pyridin-5-carboxylic acid ethyl ester, hydrochloride). As a reaction SMILES: [CH3:1][N:2]1[C:6]([NH2:7])=[CH:5][C:4]([C:8]2[CH:13]=[CH:12][CH:11]=[CH:10][CH:9]=2)=[N:3]1.[CH2:14]([O:16][C:17](=[O:31])[C:18](=[CH:22][C:23]1[CH:28]=[C:27]([CH3:29])[CH:26]=[CH:25][C:24]=1[CH3:30])[C:19]([CH3:21])=O)[CH3:15].[ClH:32].C(OCC)C>C(OCC)C>[ClH:32].[CH2:14]([O:16][C:17]([C:18]1[CH:22]([C:23]2[CH:28]=[C:27]([CH3:29])[CH:26]=[CH:25][C:24]=2[CH3:30])[C:5]2[C:4]([C:8]3[CH:9]=[CH:10][CH:11]=[CH:12][CH:13]=3)=[N:3][N:2]([CH3:1])[C:6]=2[NH:7][C:19]=1[CH3:21])=[O:31])[CH3:15] |f:2.3,5.6|. Procedure: Starting from 1-methyl-3-phenyl-5-pyrazolamine and ethyl-2-(2,5-dimethylbenzyliden)acetoacetate in equimolar proportions. The crude reaction product is taken up with ethyl ether, washed with 2% H2SO4, water, and then 5% NaHCO3 until neutralization of the mother liquors. After drying over Na2SO4 the hydrochloride of the title compound is obtained by reacting with HCl/ethyl ether. Crystallization from isopropanol/ethyl ether. The reactants are CC(C)(C)NC(=O)CN1C(=O)C(N)CC(c2ccccc2)c2ccccc21, ClCCl, Cc1cccc(N=C=O)c1. Product: Cc1cccc(NC(=O)NC2CC(c3ccccc3)c3ccccc3N(CC(=O)NC(C)(C)C)C2=O)c1. Reaction SMILES: [C:1]([CH3:2])([CH3:3])([CH3:4])[NH:5][C:6]([CH2:7][N:8]1[C:9](=[O:26])[CH:10]([NH2:25])[CH2:11][CH:12]([c:19]2[cH:20][cH:21][cH:22][cH:23][cH:24]2)[c:13]2[c:14]1[cH:15][cH:16][cH:17][cH:18]2)=[O:27].[CH2:38]([Cl:39])[Cl:40].[c:28]1([CH3:37])[cH:29][c:30]([N:34]=[C:35]=[O:36])[cH:31][cH:32][cH:33]1>>[C:1]([CH3:2])([CH3:3])([CH3:4])[NH:5][C:6]([CH2:7][N:8]1[C:9](=[O:26])[CH:10]([NH:25][C:35]([NH:34][c:30]2[cH:29][c:28]([CH3:37])[cH:33][cH:32][cH:31]2)=[O:36])[CH2:11][CH:12]([c:19]2[cH:20][cH:21][cH:22][cH:23][cH:24]2)[c:13]2[c:14]1[cH:15][cH:16][cH:17][cH:18]2)=[O:27]. The reactants are C(=C)S(=O)(=O)C1=CC=CC=C1 (phenyl vinyl sulfone), C(C)(C)(C)C1=CC=C(C=C1)SCl (p-t-butylbenzenesulfenyl chloride), S(Cl)Cl (sulfenyl chloride). Run in C(Cl)(Cl)(Cl)Cl (carbon tetrachloride), C(C)(=O)O (acetic acid). Yields the product C(C)(C)(C)C1=CC=C(C=C1)SC(CCl)S(=O)(=O)C1=CC=CC=C1 (2-CHLORO-1-(PHENYLSULFONYL)ETHYL p-t-BUTYLPHENYL SULFIDE). Yield: 52.0%. As a reaction SMILES: [CH:1]([S:3]([C:6]1[CH:11]=[CH:10][CH:9]=[CH:8][CH:7]=1)(=[O:5])=[O:4])=[CH2:2].[C:12]([C:16]1[CH:21]=[CH:20][C:19]([S:22]Cl)=[CH:18][CH:17]=1)([CH3:15])([CH3:14])[CH3:13].S(Cl)[Cl:25]>C(Cl)(Cl)(Cl)Cl.C(O)(=O)C>[C:12]([C:16]1[CH:17]=[CH:18][C:19]([S:22][CH:1]([S:3]([C:6]2[CH:11]=[CH:10][CH:9]=[CH:8][CH:7]=2)(=[O:4])=[O:5])[CH2:2][Cl:25])=[CH:20][CH:21]=1)([CH3:15])([CH3:13])[CH3:14]. Procedure: A solution of 25.2 g (0.150 mole) of phenyl vinyl sulfone in 100 ml of carbon tetrachloride and 30 ml of glacial acetic acid was treated with 30.1 g (0.150 mole) of p-t-butylbenzenesulfenyl chloride. There was an exotherm of 2° within 10 minutes. The red color of the sulfenyl chloride disappeared within 24 hours. Evaporation of the solvent left 54 g (98%) of crude product m.p. 58°-69°. Recrystallization from 100 ml of ethyl acetate-petroleum ether (1:1) gave 29 g (52%) of colorless crystals, m.p...